This data is from the Open Reaction Database (ORD), a public repository of structured organic reaction records. The task is: describe an organic reaction: reactants, conditions, products, and yield The reactants are Cl, COC(=O)c1ccc(-c2nnc(-c3ccc(C(F)(F)F)cc3)o2)c([N+](=O)[O-])c1, [Na+], C1CCOC1, [OH-]. The product is O=C(O)c1ccc(-c2nnc(-c3ccc(C(F)(F)F)cc3)o2)c([N+](=O)[O-])c1. RXN SMILES: [ClH:31].[N+:1](=[O:2])([O-:3])[c:4]1[cH:5][c:6]([C:7](=[O:8])[O:9][CH3:10])[cH:11][cH:12][c:13]1-[c:14]1[o:15][c:16](-[c:19]2[cH:20][cH:21][c:22]([C:25]([F:26])([F:27])[F:28])[cH:23][cH:24]2)[n:17][n:18]1.[Na+:30].[O:32]1[CH2:33][CH2:34][CH2:35][CH2:36]1.[OH-:29]>>[N+:1](=[O:2])([O-:3])[c:4]1[cH:5][c:6]([C:7](=[O:8])[OH:9])[cH:11][cH:12][c:13]1-[c:14]1[o:15][c:16](-[c:19]2[cH:20][cH:21][c:22]([C:25]([F:26])([F:27])[F:28])[cH:23][cH:24]2)[n:17][n:18]1. The reactants are CO, CN1CCc2ncc([N+](=O)[O-])cc2C1. Yields the product CN1CCc2ncc(N)cc2C1. Reaction SMILES: [CH3:15][OH:16].[CH3:1][N:2]1[CH2:3][c:4]2[cH:5][c:6]([N+:12]([O-:13])=[O:14])[cH:7][n:8][c:9]2[CH2:10][CH2:11]1>>[CH3:1][N:2]1[CH2:3][c:4]2[cH:5][c:6]([NH2:12])[cH:7][n:8][c:9]2[CH2:10][CH2:11]1.